From a dataset of the Open Reaction Database (ORD), a public repository of structured organic reaction records. describe an organic reaction: reactants, conditions, products, and yield Starting materials: C1=CC(=CC(=C1)Cl)C(=O)OO (mCPBA), C1CCCCC1 (cyclohexane). Run at time 24 hour. Product: C=CC1=CC=CC=C1.C=CC=C.C=CC1=CC=CC=C1 (Styrene-Butadiene-Styrene). As a reaction SMILES: [CH:1]1[CH:6]=[C:5](Cl)[CH:4]=[C:3]([C:8](OO)=O)[CH:2]=1.[CH2:12]1[CH2:17][CH2:16][CH2:15][CH2:14][CH2:13]1>>[CH2:12]=[CH:8][C:3]1[CH:4]=[CH:5][CH:6]=[CH:1][CH:2]=1.[CH2:17]=[CH:12][CH:13]=[CH2:14].[CH2:1]=[CH:2][C:12]1[CH:17]=[CH:16][CH:15]=[CH:14][CH:13]=1 |f:2.3.4|. Procedure details: 3 g SBS (the molecular weight is about 100,000; trade name is Taipol SBS-4202; manufactured by TSRC corp.) was fully dissolved in 60 ml cyclohexane. Adding a certain amount (0.7512 g) of mCPBA into the SBS solution and reacting at room temperature for 24 hrs. After reaction, the product was precipitated by 100 ml methanol for several times to be purified and isolated. According to H1-NMR determination, the transformation rate of double bond-epoxy group was about 2.1%, as shown in FIG. 1. Starting materials: CC=1N=C(N(C1C1=CC=CC=C1)CCC1=CC=CC=C1)C=O (4-methyl-1-phenethyl-5-phenyl-imidazole-2-carbaldehyde), CS(=O)(=O)O (methanesulfonic acid), C(=O)([O-])[O-].[Na+].[Na+] (Na2CO3). Run in C(Cl)(Cl)Cl (CHCl3), C(Cl)(Cl)Cl (CHCl3). Reaction conditions: time 1 hour. The product is CC1=C(N2CCC3=C(C(C2=N1)O)C=CC=C3)C3=CC=CC=C3 (2-methyl-1-phenyl-9,10-dihydro-4H-3,10a-diaza-benzo[f]azulen-4-ol). Reaction SMILES: CS(O)(=O)=O.[CH3:6][C:7]1[N:8]=[C:9]([CH:26]=[O:27])[N:10]([CH2:18][CH2:19][C:20]2[CH:25]=[CH:24][CH:23]=[CH:22][CH:21]=2)[C:11]=1[C:12]1[CH:17]=[CH:16][CH:15]=[CH:14][CH:13]=1.C([O-])([O-])=O.[Na+].[Na+]>C(Cl)(Cl)Cl>[CH3:6][C:7]1[N:8]=[C:9]2[N:10]([CH2:18][CH2:19][C:20]3[CH:21]=[CH:22][CH:23]=[CH:24][C:25]=3[CH:26]2[OH:27])[C:11]=1[C:12]1[CH:17]=[CH:16][CH:15]=[CH:14][CH:13]=1 |f:2.3.4|. Reported procedure: To a solution of methanesulfonic acid (10 mL) in CHCl3 cooled at 0° C. is added a solution of 4-methyl-1-phenethyl-5-phenyl-imidazole-2-carbaldehyde (example 123C) (290 mg, 1 mmole) in CHCl3 (2 mL) dropwise. The reaction mixture is allowed to slowly reach room temperature and is stirred at room temperature for 1 h. The reaction mixture is poured into a solution of saturated Na2CO3 (final pH 9-10). The precipitate is filtered, washed with water and filter-dried. The residual solid is re-crystalli... RXN SMILES: Br[C:2]1[CH:3]=[C:4]([N:8]2[C:13](=[O:14])[C:12]([CH2:15][C:16]3[CH:21]=[CH:20][C:19]([C:22]4[C:23]([C:28]#[N:29])=[CH:24][CH:25]=[CH:26][CH:27]=4)=[CH:18][CH:17]=3)=[C:11]([CH2:30][CH2:31][CH2:32][CH3:33])[N:10]=[C:9]2[CH3:34])[CH:5]=[CH:6][CH:7]=1.[CH:35]1(B(O)O)[CH2:37][CH2:36]1.C1(P(C2CCCCC2)C2CCCCC2)CCCCC1.P([O-])([O-])([O-])=O.[K+].[K+].[K+]>C1(C)C=CC=CC=1.O.C(OCC)(=O)C.C([O-])(=O)C.[Pd+2].C([O-])(=O)C>[CH2:30]([C:11]1[N:10]=[C:9]([CH3:34])[N:8]([C:4]2[CH:5]=[CH:6][CH:7]=[C:2]([CH:35]3[CH2:37][CH2:36]3)[CH:3]=2)[C:13](=[O:14])[C:12]=1[CH2:15][C:16]1[CH:21]=[CH:20][C:19]([C:22]2[C:23]([C:28]#[N:29])=[CH:24][CH:25]=[CH:26][CH:27]=2)=[CH:18][CH:17]=1)[CH2:31][CH2:32][CH3:33] |f:3.4.5.6,7.8,10.11.12|. Reactants: BrC=1C=C(C=CC1)N1C(=NC(=C(C1=O)CC1=CC=C(C=C1)C=1C(=CC=CC1)C#N)CCCC)C (4′-{[1-(3-bromophenyl)-4-butyl-2-methyl-6-oxo-1,6-dihydropyrimidin-5-yl]methyl}biphenyl-2-carbonitrile), C1(CC1)B(O)O (cyclopropylboronic acid), C1(CCCCC1)P(C1CCCCC1)C1CCCCC1 (tricyclohexylphosphine), P(=O)([O-])([O-])[O-].[K+].[K+].[K+] (potassium phosphate). Solvent: C1(=CC=CC=C1)C.O (toluene water), C(C)(=O)OCC (ethyl acetate). Reagents/catalysts: C(C)(=O)[O-].[Pd+2].C(C)(=O)[O-] (palladium acetate). Procedure: A suspension of 4′-{[1-(3-bromophenyl)-4-butyl-2-methyl-6-oxo-1,6-dihydropyrimidin-5-yl]methyl}biphenyl-2-carbonitrile (1.0 g), cyclopropylboronic acid (0.34 g), palladium acetate (0.04 g), tricyclohexylphosphine (0.11 g) and potassium phosphate (1.45 g) in toluene-water (95:5, 10 mL) was stirred at 100° C. for 12 hr under an argon atmosphere. The reaction mixture was diluted with ethyl acetate. The insoluble material was filtered off through celite, and the filtrate was washed with saturated br... Product: C(CCC)C=1N=C(N(C(C1CC1=CC=C(C=C1)C=1C(=CC=CC1)C#N)=O)C1=CC(=CC=C1)C1CC1)C (4′-{[4-butyl-1-(3-cyclopropylphenyl)-2-methyl-6-oxo-1,6-dihydropyrimidin-5-yl]methyl}biphenyl-2-carbonitrile). Run at temperature 100 celsius, time 12 hour.